From a dataset of the Open Reaction Database (ORD), a public repository of structured organic reaction records. describe an organic reaction: reactants, conditions, products, and yield Reactants: FC(C1=NN=C(S1)N1C(N(CCC1O)C)=O)(F)F (Tetrahydro-1-(5-trifluoromethyl-1,3,4-thiadiazol-2-yl)-3-methyl-6-hydroxy-2(1H)-pyrimidinone), C(CCCCC)N(C(=O)Cl)C (N-hexyl-N-methylcarbamoyl chloride), N1=CC=CC=C1 (pyridine). The solvent is C1(=CC=CC=C1)C (toluene). Conditions: time 3 hour. Product: FC(C1=NN=C(S1)N1C(N(CCC1OC(N(C)CCCCCC)=O)C)=O)(F)F (tetrahydro-1-(5-trifluoromethyl-1,3,4-thiadiazol-2-yl)-3-methyl-6-(N-hexyl-N-methylcarbamoyloxy)-2(1H)-pyrimidinone). Reaction SMILES: [F:1][C:2]([F:18])([F:17])[C:3]1[S:7][C:6]([N:8]2[CH:13]([OH:14])[CH2:12][CH2:11][N:10]([CH3:15])[C:9]2=[O:16])=[N:5][N:4]=1.[CH2:19]([N:25]([CH3:29])[C:26](Cl)=[O:27])[CH2:20][CH2:21][CH2:22][CH2:23][CH3:24].N1C=CC=CC=1>C1(C)C=CC=CC=1>[F:18][C:2]([F:1])([F:17])[C:3]1[S:7][C:6]([N:8]2[CH:13]([O:14][C:26](=[O:27])[N:25]([CH2:19][CH2:20][CH2:21][CH2:22][CH2:23][CH3:24])[CH3:29])[CH2:12][CH2:11][N:10]([CH3:15])[C:9]2=[O:16])=[N:5][N:4]=1. Procedure: Tetrahydro-1-(5-trifluoromethyl-1,3,4-thiadiazol-2-yl)-3-methyl-6-hydroxy-2(1H)-pyrimidinone (0.05 mole), N-hexyl-N-methylcarbamoyl chloride (0.06 mole), pyridine (0.06 mole) and toluene (150 ml) are charged into a glass reaction vessel equipped with a mechanical stirrer, thermometer and reflux condenser. The reaction mixture is heated at reflux with stirring for a period of about 3 hours. After this time the reaction mixture is cooled to room temperature and is filtered to remove pyridine hydro... Reactants: CC(C(=O)N)(C)N1N=CC(=C1)[N+](=O)[O-] (2-methyl-2-(4-nitro-1H-pyrazol-1-yl)propanamide). Reagents/catalysts: [C].[Pd] (palladium-carbon). Solvent: C(C)O (ethanol). Reaction conditions: time 5 hour. Yields the product NC=1C=NN(C1)C(C(=O)N)(C)C (2-(4-amino-1H-pyrazol-1-yl)-2-methylpropanamide). The yield is 89.5%. Reaction SMILES: [CH3:1][C:2]([N:7]1[CH:11]=[C:10]([N+:12]([O-])=O)[CH:9]=[N:8]1)([CH3:6])[C:3]([NH2:5])=[O:4]>C(O)C.[C].[Pd]>[NH2:12][C:10]1[CH:9]=[N:8][N:7]([C:2]([CH3:6])([CH3:1])[C:3]([NH2:5])=[O:4])[CH:11]=1 |f:2.3|. Procedure: To a solution of 2-methyl-2-(4-nitro-1H-pyrazol-1-yl)propanamide (1.0 g) obtained in Step B of Example 109 in ethanol (50 mL) was added 10% palladium-carbon (100 mg), and the mixture was stirred at room temperature for 5 hr under hydrogen atmosphere (at normal pressure). The palladium carbon was removed by filtration through Celite, and the solvent was evaporated under reduced pressure. The residue was recrystallized (ethyl acetate/hexane) to give the title compound (760 mg). Reactants: CC(C)(C)OC(=O)N1CC2CNCC(C1)O2, O=C([O-])[O-], CC#N, N#Cc1ccc2c(c1)CCN2C(=O)CCCl, [K+], [K+]. Product: CC(C)(C)OC(=O)N1CC2CN(CCC(=O)N3CCc4cc(C#N)ccc43)CC(C1)O2. As a reaction SMILES: [C:17]([CH3:18])([CH3:19])([CH3:20])[O:21][C:22](=[O:23])[N:24]1[CH2:25][CH:26]2[CH2:27][NH:28][CH2:29][CH:30]([CH2:31]1)[O:32]2.[C:33](=[O:34])([O-:35])[O-:36].[CH3:39][C:40]#[N:41].[Cl:1][CH2:2][CH2:3][C:4](=[O:5])[N:6]1[CH2:7][CH2:8][c:9]2[cH:10][c:11]([C:15]#[N:16])[cH:12][cH:13][c:14]21.[K+:37].[K+:38]>>[CH2:2]([CH2:3][C:4](=[O:5])[N:6]1[CH2:7][CH2:8][c:9]2[cH:10][c:11]([C:15]#[N:16])[cH:12][cH:13][c:14]21)[N:28]1[CH2:27][CH:26]2[CH2:25][N:24]([C:22]([O:21][C:17]([CH3:18])([CH3:19])[CH3:20])=[O:23])[CH2:31][CH:30]([CH2:29]1)[O:32]2. Reactants: OCC1=C(C=CC(=C1)OC(F)(F)F)NC(OC(C)(C)C)=O (tert-butyl 2-(hydroxymethyl)-4-(trifluoromethoxy)phenylcarbamate), solution, Cl (HCl). The solvent is O1CCOCC1 (dioxane), O1CCOCC1 (dioxane). Reaction conditions: time 8 hour. The product is NC1=C(C=C(C=C1)OC(F)(F)F)CO ((2-amino-5-(trifluoromethoxy)phenyl)methanol). Yield: 94.4%. RXN SMILES: [OH:1][CH2:2][C:3]1[CH:8]=[C:7]([O:9][C:10]([F:13])([F:12])[F:11])[CH:6]=[CH:5][C:4]=1[NH:14]C(=O)OC(C)(C)C.Cl>O1CCOCC1>[NH2:14][C:4]1[CH:5]=[CH:6][C:7]([O:9][C:10]([F:11])([F:12])[F:13])=[CH:8][C:3]=1[CH2:2][OH:1]. Procedure details: A solution of tert-butyl 2-(hydroxymethyl)-4-(trifluoromethoxy)phenylcarbamate (19.3 g, 62.9 mmol) in dioxane (100 mL) was treated with a 4 N solution of HCl in dioxane (126 mL, 504 mmol HCl), and the mixture was stirred overnight. The solution was concentrated in-vacuo, the residue was partitioned between ethyl acetate (200 mL) and saturated sodium bicarbonate (200 mL), and the mixture was stirred until gas evolution had ceased. The layers were separated, the organic phase was washed with satur... Starting materials: COC(=O)C(Cc1ccc(OCCOc2ccc3ccccc3c2)cc1)C(=O)O, CCOC(C)=O, N, O=S(Cl)Cl, c1ccccc1. Product: COC(=O)C(Cc1ccc(OCCOc2ccc3ccccc3c2)cc1)C(N)=O. Reaction SMILES: [CH3:1][O:2][C:3](=[O:4])[CH:5]([C:6](=[O:7])[OH:8])[CH2:9][c:10]1[cH:11][cH:12][c:13]([O:16][CH2:17][CH2:18][O:19][c:20]2[cH:21][c:22]3[cH:23][cH:24][cH:25][cH:26][c:27]3[cH:28][cH:29]2)[cH:14][cH:15]1.[CH3:41][CH2:42][O:43][C:44](=[O:45])[CH3:46].[NH3:34].[S:30]([Cl:31])([Cl:32])=[O:33].[cH:35]1[cH:36][cH:37][cH:38][cH:39][cH:40]1>>[CH3:1][O:2][C:3](=[O:4])[CH:5]([C:6](=[O:7])[NH2:34])[CH2:9][c:10]1[cH:11][cH:12][c:13]([O:16][CH2:17][CH2:18][O:19][c:20]2[cH:21][c:22]3[cH:23][cH:24][cH:25][cH:26][c:27]3[cH:28][cH:29]2)[cH:14][cH:15]1.